Dataset: the Open Reaction Database (ORD), a public repository of structured organic reaction records. Task: describe an organic reaction: reactants, conditions, products, and yield Reactants: CC(=O)O, COC(=O)C1(NCC(C)(N)c2cc(F)cc(F)c2)CCCCC1, [Na+], O=C([O-])O. The product is CC1(c2cc(F)cc(F)c2)CNC2(CCCCC2)C(=O)N1. Reaction SMILES: [C:24]([OH:25])(=[O:26])[CH3:27].[NH2:1][C:2]([CH2:3][NH:4][C:5]1([C:11](=[O:12])[O:13][CH3:14])[CH2:6][CH2:7][CH2:8][CH2:9][CH2:10]1)([CH3:15])[c:16]1[cH:17][c:18]([F:23])[cH:19][c:20]([F:22])[cH:21]1.[Na+:32].[O-:28][C:29]([OH:30])=[O:31]>>[NH:1]1[C:2]([CH3:15])([c:16]2[cH:17][c:18]([F:23])[cH:19][c:20]([F:22])[cH:21]2)[CH2:3][NH:4][C:5]2([CH2:6][CH2:7][CH2:8][CH2:9][CH2:10]2)[C:11]1=[O:12]. The reactants are C1(CC1)N (cyclopropylamine), C(C)OC=C(C(=O)OCC)C(C1=C(C=C(C(=C1)F)F)F)=O (α-(ethoxymethylene)-2,4,5-trifluoro-β-oxobenzenepropanoic acid, ethyl ester), ice. Run in CCOCC (ether). Conditions: temperature 10.5 celsius, time 10 minute. Product: C1(CC1)NC=C(C(=O)OCC)C(C1=C(C=C(C(=C1)F)F)F)=O (α-[(cyclopropylamino)methylene]2,4,5-trifluoro-β-oxobenzenepropanoic acid, ethyl ester). RXN SMILES: C(O[CH:4]=[C:5]([C:11](=[O:21])[C:12]1[CH:17]=[C:16]([F:18])[C:15]([F:19])=[CH:14][C:13]=1[F:20])[C:6]([O:8][CH2:9][CH3:10])=[O:7])C.[CH:22]1([NH2:25])[CH2:24][CH2:23]1>CCOCC>[CH:22]1([NH:25][CH:4]=[C:5]([C:11](=[O:21])[C:12]2[CH:17]=[C:16]([F:18])[C:15]([F:19])=[CH:14][C:13]=2[F:20])[C:6]([O:8][CH2:9][CH3:10])=[O:7])[CH2:24][CH2:23]1. Procedure: A solution of 9.67 g of α-(ethoxymethylene)-2,4,5-trifluoro-β-oxobenzenepropanoic acid, ethyl ester in 70 ml of dry ether was cooled in an ice bath to 10° C. A 2.44 ml portion of cyclopropylamine was added dropwise, maintaining the reaction temperature at 10 to 11° C. When addition was complete the ice bath was removed, the mixture stirred at room temperature for 10 minutes and then evaporated, giving 10.02 g of α-[(cyclopropylamino)methylene]2,4,5-trifluoro-β-oxobenzenepropanoic acid, ethyl est... Starting materials: CCO, CC(c1cc(Cl)ccc1N1CCCCC1)C(C(N)=O)c1ccc(C(=O)O)cc1, [H][H]. Yields the product CC(c1ccccc1N1CCCCC1)C(C(N)=O)c1ccc(C(=O)O)cc1. Reaction SMILES: [CH3:31][CH2:32][OH:33].[Cl:1][c:2]1[cH:3][cH:4][c:5]([N:23]2[CH2:24][CH2:25][CH2:26][CH2:27][CH2:28]2)[c:6]([CH:8]([CH3:9])[CH:10]([c:11]2[cH:12][cH:13][c:14]([C:15](=[O:16])[OH:17])[cH:18][cH:19]2)[C:20](=[O:21])[NH2:22])[cH:7]1.[H:29][H:30]>>[cH:2]1[cH:3][cH:4][c:5]([N:23]2[CH2:24][CH2:25][CH2:26][CH2:27][CH2:28]2)[c:6]([CH:8]([CH3:9])[CH:10]([c:11]2[cH:12][cH:13][c:14]([C:15](=[O:16])[OH:17])[cH:18][cH:19]2)[C:20](=[O:21])[NH2:22])[cH:7]1. Reactants: [OH-].[Na+] (sodium hydroxide), [OH-].[Na+] (sodium hydroxide), COS(=O)(=O)OC (dimethylsulfate), ( 2 ), N1=CC(=CC=C1)C1OC(=C(C1=O)C1=CC(=CC=C1)C(F)(F)F)N (2-(pyrid-3-yl)-3-oxo-4-(3-trifluoromethylphenyl)-5-amino-2,3-dihydrofuran). Reagents/catalysts: [Cl-].C(C1=CC=CC=C1)[N+](C)(C)C (benzyltrimethylammonium chloride). Solvent: O (water), C(Cl)Cl (methylene chloride), C(Cl)Cl (methylene chloride). Run at time 2 day. The product is N1=CC(=CC=C1)C1OC(=C(C1=O)C1=CC(=CC=C1)C(F)(F)F)NC (2-(Pyrid-3-yl)-3-oxo-4-(3-trifluoromethylphenyl)-5-methylamino-2,3-dihydrofuran). As a reaction SMILES: [N:1]1[CH:6]=[CH:5][CH:4]=[C:3]([CH:7]2[C:11](=[O:12])[C:10]([C:13]3[CH:18]=[CH:17][CH:16]=[C:15]([C:19]([F:22])([F:21])[F:20])[CH:14]=3)=[C:9]([NH2:23])[O:8]2)[CH:2]=1.[OH-].[Na+].[CH3:26]OS(OC)(=O)=O>C(Cl)Cl.O.[Cl-].C([N+](C)(C)C)C1C=CC=CC=1>[N:1]1[CH:6]=[CH:5][CH:4]=[C:3]([CH:7]2[C:11](=[O:12])[C:10]([C:13]3[CH:18]=[CH:17][CH:16]=[C:15]([C:19]([F:20])([F:21])[F:22])[CH:14]=3)=[C:9]([NH:23][CH3:26])[O:8]2)[CH:2]=1 |f:1.2,6.7|. Procedure: Two (2) grams of 2-(pyrid-3-yl)-3-oxo-4-(3-trifluoromethylphenyl)-5-amino-2,3-dihydrofuran was dissolved in 50 ml of methylene chloride at room temperature. 0.24 g of sodium hydroxide, dissolved in the minimum amount of water needed to dissolve the sodium hydroxide, and 0.46 g of benzyltrimethylammonium chloride was added. Then a solution containing 0.79 g of dimethylsulfate in about 10 ml of methylene chloride was slowly added and the mixture stirred for two days at room temperature. The mixtur... Reactants: CC1=CC=C(C=C1)C1=C(C(=O)NC2=CC=C(C(=O)N3CCC(NC4=C3C=CC=C4)=S)C=C2)C=CC=C1 (5-(4-[2-(4-methylphenyl)benzoylamino]-benzoyl}-1,3,4,5-tetrahydro-1,5-benzodiazepine-2(2H)thione), Cl.CN(CCCCl)C (3-dimethylaminopropyl chloride hydrochloride), C([O-])([O-])=O.[K+].[K+] (potassium carbonate), [I-].[Na+] (sodium iodide). Solvent: CC(=O)C (acetone). Product: CN(CCCSC=1CCN(C2=C(N1)C=CC=C2)C(C2=CC=C(C=C2)NC(C2=C(C=CC=C2)C2=CC=C(C=C2)C)=O)=O)C (2-[3-(dimethylamino)propylthio]-5-{4-[2-(4-methylphenyl)benzoylamino]benzoyl}-4,5-dihydro-3H-1,5benzodiazepine). The yield is 37.1%. Reaction SMILES: [CH3:1][C:2]1[CH:7]=[CH:6][C:5]([C:8]2[CH:36]=[CH:35][CH:34]=[CH:33][C:9]=2[C:10]([NH:12][C:13]2[CH:32]=[CH:31][C:16]([C:17]([N:19]3[C:25]4[CH:26]=[CH:27][CH:28]=[CH:29][C:24]=4[NH:23][C:22](=[S:30])[CH2:21][CH2:20]3)=[O:18])=[CH:15][CH:14]=2)=[O:11])=[CH:4][CH:3]=1.Cl.[CH3:38][N:39]([CH3:44])[CH2:40][CH2:41][CH2:42]Cl.C(=O)([O-])[O-].[K+].[K+].[I-].[Na+]>CC(C)=O>[CH3:38][N:39]([CH3:44])[CH2:40][CH2:41][CH2:42][S:30][C:22]1[CH2:21][CH2:20][N:19]([C:17](=[O:18])[C:16]2[CH:31]=[CH:32][C:13]([NH:12][C:10](=[O:11])[C:9]3[CH:33]=[CH:34][CH:35]=[CH:36][C:8]=3[C:5]3[CH:4]=[CH:3][C:2]([CH3:1])=[CH:7][CH:6]=3)=[CH:14][CH:15]=2)[C:25]2[CH:26]=[CH:27][CH:28]=[CH:29][C:24]=2[N:23]=1 |f:1.2,3.4.5,6.7|. Procedure details: A solution of 5-(4-[2-(4-methylphenyl)benzoylamino]-benzoyl}-1,3,4,5-tetrahydro-1,5-benzodiazepine-2(2H)thione (460 mg), 3-dimethylaminopropyl chloride hydrochloride (740 mg), potassium carbonate (1.29 g) and sodium iodide (catalytic amount) in acetone (40 ml) was stirred for 19 hours at 60° C. The mixture was filtered and the filtrate was evaporated. The residue was purified by column chromatography (SiO2 30 g, 5% methanol in chloroform) to give 2-[3-(dimethylamino)propylthio]-5-{4-[2-(4-methyl...